This data is from the Open Reaction Database (ORD), a public repository of structured organic reaction records. The task is: describe an organic reaction: reactants, conditions, products, and yield The reactants are ClC1=C(C=CC(=C1)OC)C(C(C(F)(F)F)(O)C=1C=NC(=CC1)OC)C (3-(2-Chloro-4-methoxy-phenyl)-1,1,1-trifluoro-2-(6-methoxy-pyridin-3-yl)-butan-2-ol), Cl (HCl), CCOC(=O)C (EtOAc), O (water). The solvent is O1CCOCC1 (dioxane). Reaction conditions: temperature 100 celsius, time 1 hour. Product: ClC1=C(C=CC(=C1)OC)C(C(C(F)(F)F)(O)C=1C=CC(NC1)=O)C (5-[2-(2-Chloro-4-methoxy-phenyl)-1-hydroxy-1-trifluoromethyl-propyl]-1H-pyridin-2-one). Isolated yield 101.4%. Reaction SMILES: [Cl:1][C:2]1[CH:7]=[C:6]([O:8][CH3:9])[CH:5]=[CH:4][C:3]=1[CH:10]([CH3:25])[C:11]([C:17]1[CH:18]=[N:19][C:20]([O:23]C)=[CH:21][CH:22]=1)([OH:16])[C:12]([F:15])([F:14])[F:13].Cl.CCOC(C)=O.O>O1CCOCC1>[Cl:1][C:2]1[CH:7]=[C:6]([O:8][CH3:9])[CH:5]=[CH:4][C:3]=1[CH:10]([CH3:25])[C:11]([C:17]1[CH:22]=[CH:21][C:20](=[O:23])[NH:19][CH:18]=1)([OH:16])[C:12]([F:14])([F:15])[F:13]. Reported procedure: To a solution of 3-(2-chloro-4-methoxy-phenyl)-1,1,1-trifluoro-2-(6-methoxy-pyridin-3-yl)-butan-2-ol (Example 193, 212 mg) in dioxane (8.5 ml) was added concentrated aqueous HCl (0.934 ml). The mixture was stirred at 100° C. for 1 h. After cooling to room temperature, EtOAc and water were added and the mixture was extracted with EtOAc. The organic phase was dried (MgSO4), filtered and concentrated to dryness to give the title compound (207 mg) as a colorless solid. MS (m/e, ISP neg. ion)=360.0 [... Reactants: C1(CCCCC1)C=1C=2C=CC(=CC2N2C1C1=C(CNCC2)C=CC=C1)C(=O)OC (methyl 14-cyclohexyl-5,6,7,8-tetrahydroindolo[2,1-a][2,5]benzodiazocine-11-carboxylate), CN1N=CC(=C1)C=O (1-methyl-1H-pyrazole-4-carbaldehyde), [BH3-]C#N.[Na+] (NaBH3CN), C(C)(=O)O (acetic acid). Run in CO (MeOH). Reaction conditions: time 16 hour. The product is C1(CCCCC1)C=1C=2C=CC(=CC2N2C1C1=C(CN(CC2)CC=2C=NN(C2)C)C=CC=C1)C(=O)OC (methyl 14-cyclohexyl-6-[(1-methyl-1H-pyrazol-4-yl)methyl]-5,6,7,8-tetrahydroindolo[2,1-a][2,5]benzodiazocine-11-carboxylate). RXN SMILES: [CH:1]1([C:7]2[C:8]3[CH:9]=[CH:10][C:11]([C:26]([O:28][CH3:29])=[O:27])=[CH:12][C:13]=3[N:14]3[CH2:21][CH2:20][NH:19][CH2:18][C:17]4[CH:22]=[CH:23][CH:24]=[CH:25][C:16]=4[C:15]=23)[CH2:6][CH2:5][CH2:4][CH2:3][CH2:2]1.[CH3:30][N:31]1[CH:35]=[C:34]([CH:36]=O)[CH:33]=[N:32]1.C(O)(=O)C.[BH3-]C#N.[Na+]>CO>[CH:1]1([C:7]2[C:8]3[CH:9]=[CH:10][C:11]([C:26]([O:28][CH3:29])=[O:27])=[CH:12][C:13]=3[N:14]3[CH2:21][CH2:20][N:19]([CH2:36][C:34]4[CH:33]=[N:32][N:31]([CH3:30])[CH:35]=4)[CH2:18][C:17]4[CH:22]=[CH:23][CH:24]=[CH:25][C:16]=4[C:15]=23)[CH2:2][CH2:3][CH2:4][CH2:5][CH2:6]1 |f:3.4|. Procedure details: To a solution of methyl 14-cyclohexyl-5,6,7,8-tetrahydroindolo[2,1-a][2,5]-benzodiazocine-11-carboxylate (prepared as described in Example 48, Step 3) in MeOH (0.06 M), 1-methyl-1H-pyrazole-4-carbaldehyde (3 eq) was added and the pH adjusted to pH 4 with acetic acid. The solution was stirred at RT for 30 mins before addition of NaBH3CN (1.5 eq). The reaction was stirred at RT for 16 h. The reaction was quenched with saturated aqueous NaHCO3 and extracted with EtOAc (×2). The combined organics we... Starting materials: [Al+3], COC(=O)c1coc(-c2ccc(C(F)(F)F)cc2)n1, [H-], [H-], [H-], [H-], [Li+], C1CCOC1. The product is OCc1coc(-c2ccc(C(F)(F)F)cc2)n1. Reaction SMILES: [Al+3:21].[F:1][C:2]([c:3]1[cH:4][cH:5][c:6](-[c:9]2[o:10][cH:11][c:12]([C:14](=[O:15])[O:16][CH3:17])[n:13]2)[cH:7][cH:8]1)([F:18])[F:19].[H-:20].[H-:23].[H-:24].[H-:25].[Li+:22].[O:26]1[CH2:27][CH2:28][CH2:29][CH2:30]1>>[F:1][C:2]([c:3]1[cH:4][cH:5][c:6](-[c:9]2[o:10][cH:11][c:12]([CH2:14][OH:15])[n:13]2)[cH:7][cH:8]1)([F:18])[F:19].